Dataset: the Open Reaction Database (ORD), a public repository of structured organic reaction records. Task: describe an organic reaction: reactants, conditions, products, and yield Reactants: FC1=CC=C(CN2C(=CC3=CC(=CC=C23)S(=O)(=O)C)C=2SC=CN2)C=C1 (1-(4-fluorobenzyl)-5-methanesulfonyl-2-(thiazol-2-yl)indole), hydrates, FC1=CC=C(CN2C(=CC=3C2=NC=C(C3)S(=O)(=O)C)C=3OC=CN3)C=C1 (1-(4-fluorobenzyl)-2-(oxazol-2-yl)-5-methanesulfonyl-1H-pyrrolo [2,3-b]pyridine), FC1=CC=C(CN2C(=CC3=CC(=CC=C23)S(=O)(=O)C)C=2OC=NN2)C=C1 (1-(4-fluorobenzyl)-5-methanesulfonyl-2-([1,3,4]oxadiazol-2-yl)indole). The product is FC1=CC=C(CN2C(=CC3=CC(=CC=C23)S(=O)(=O)C)C2=NOC(=N2)C)C=C1 (1-(4-fluorobenzyl)-5-methanesulfonyl-2-(5-methyl-[1,2,4]oxadiazol-3-yl)indole). As a reaction SMILES: FC1C=CC(CN2C3C(=CC(S(C)(=O)=O)=CC=3)C=C2C2SC=CN=2)=CC=1.FC1C=CC(CN2C3=NC=C(S(C)(=O)=O)C=C3C=[C:34]2[C:46]2[O:47]C=C[N:50]=2)=CC=1.[F:53][C:54]1[CH:78]=[CH:77][C:57]([CH2:58][N:59]2[C:67]3[C:62](=[CH:63][C:64]([S:68]([CH3:71])(=[O:70])=[O:69])=[CH:65][CH:66]=3)[CH:61]=[C:60]2[C:72]2OC=N[N:76]=2)=[CH:56][CH:55]=1>>[F:53][C:54]1[CH:78]=[CH:77][C:57]([CH2:58][N:59]2[C:67]3[C:62](=[CH:63][C:64]([S:68]([CH3:71])(=[O:70])=[O:69])=[CH:65][CH:66]=3)[CH:61]=[C:60]2[C:72]2[N:50]=[C:46]([CH3:34])[O:47][N:76]=2)=[CH:56][CH:55]=1. Procedure: Among the above compounds, 1-(4-fluorobenzyl)-5-methanesulfonyl-2-(thiazol-2-yl)indole; 1-(4-fluorobenzyl)-2-(oxazol-2-yl)-5-methanesulfonyl-1H-pyrrolo [2,3-b]pyridine; and 1-(4-fluorobenzyl)-5-methanesulfonyl-2-([1,3,4]oxadiazol-2-yl)indole and addition salts thereof with a pharmaceutically acceptable acid or base, and hydrates thereof are particularly preferred. Starting materials: N1CC(CCCC1)CNC(=O)C1=C(N=C(S1)C1=CC=C(C=C1)Cl)C (N-(perhydroazepin-3-yl methyl)-2-(4-chlorophenyl)-4-methylthiazole-5-carboxamide), FC1=C(C(=O)OC)C=CC=C1 (methyl 2-fluorobenzoate). Product: ClC1=CC=C(C=C1)C=1SC(=C(N1)C)C(=O)NCC1CN(CCCC1)C1=C(C(=O)OC)C=CC=C1 (Methyl 2-[3-[[2-(4-chlorophenyl)-4-methylthiazol-5-yl]carbonylaminomethyl]perhydroazepin-1-yl]benzoate). Isolated yield 19.2%. RXN SMILES: [NH:1]1[CH2:7][CH2:6][CH2:5][CH2:4][CH:3]([CH2:8][NH:9][C:10]([C:12]2[S:16][C:15]([C:17]3[CH:22]=[CH:21][C:20]([Cl:23])=[CH:19][CH:18]=3)=[N:14][C:13]=2[CH3:24])=[O:11])[CH2:2]1.F[C:26]1[CH:35]=[CH:34][CH:33]=[CH:32][C:27]=1[C:28]([O:30][CH3:31])=[O:29]>>[Cl:23][C:20]1[CH:21]=[CH:22][C:17]([C:15]2[S:16][C:12]([C:10]([NH:9][CH2:8][CH:3]3[CH2:4][CH2:5][CH2:6][CH2:7][N:1]([C:26]4[CH:35]=[CH:34][CH:33]=[CH:32][C:27]=4[C:28]([O:30][CH3:31])=[O:29])[CH2:2]3)=[O:11])=[C:13]([CH3:24])[N:14]=2)=[CH:18][CH:19]=1. Reported procedure: Using N-(perhydroazepin-3-yl methyl)-2-(4-chlorophenyl)-4-methylthiazole-5-carboxamide (200 mg, 0.550 mmol) and methyl 2-fluorobenzoate (0.140 mL, 1.10 mmol), the same procedure was followed as in Step 9c of Example 9 to give 52.7 mg (19%) of the desired compound as a colorless oil. The reactants are N (Ammonia), ClC1=NC2=C(C(=C(C=C2C(=N1)Cl)Cl)OC)OC (2,4,6-trichloro-7,8-dimethoxyquinazoline). The solvent is O1CCCC1 (tetrahydrofuran). Product: ClC1=NC2=C(C(=C(C=C2C(=N1)N)Cl)OC)OC (2,6-Dichloro-4-amino-7,8-dimethoxyquinazoline). Isolated yield 81.0%. Reaction SMILES: [NH3:1].[Cl:2][C:3]1[N:12]=[C:11](Cl)[C:10]2[C:5](=[C:6]([O:17][CH3:18])[C:7]([O:15][CH3:16])=[C:8]([Cl:14])[CH:9]=2)[N:4]=1>O1CCCC1>[Cl:2][C:3]1[N:12]=[C:11]([NH2:1])[C:10]2[C:5](=[C:6]([O:17][CH3:18])[C:7]([O:15][CH3:16])=[C:8]([Cl:14])[CH:9]=2)[N:4]=1. Reported procedure: Ammonia was passed into a solution of 2,4,6-trichloro-7,8-dimethoxyquinazoline (31.4 g., 0.107 mole) in 650 ml. dry tetrahydrofuran for one hour at room temperature. After stirring for an additional hour, the suspension was concentrated in vacuo and filtered. The solid was resuspended in water, filtered, washed with water and methanol. Recrystallization from dimethylformamide/water yielded 23.7 g. (81%) of the desired product, M.P., 360° C. Starting materials: C(C)OC(=O)C=1N=C(N(C1C(O)C1=CC=C(C=C1)Cl)C(C)C)Br (2-bromo-5-[(4-chlorophenyl)-hydroxy-methyl]-1-isopropyl-1H-imidazole-4-carboxylic acid ethyl ester), Cl (HCl), C(C)OC(=O)C=1N=C(N(C1C(O)C1=CC=C(C=C1)Cl)C(C)C)Br (2-bromo-5-[(4-chlorophenyl)-hydroxy-methyl]-1-isopropyl-1H-imidazole-4-carboxylic acid ethyl ester), NC1CCC(N(C1)C)=O (5-amino-1-methylpiperidin-2-one). The solvent is CCOC(=O)C (EtOAc). Product: C(C)OC(=O)C=1N=C(N(C1C(NC1CN(C(CC1)=O)C)C1=CC=C(C=C1)Cl)C(C)C)Br (2-Bromo-5-[(4-chloro-phenyl)-(1-methyl-6-oxo-piperidin-3-ylamino)-methyl]-1-isopropyl-1H-imidazole-4-carboxylic acid ethyl ester). As a reaction SMILES: [CH2:1]([O:3][C:4]([C:6]1[N:7]=[C:8]([Br:23])[N:9]([CH:20]([CH3:22])[CH3:21])[C:10]=1[CH:11]([C:13]1[CH:18]=[CH:17][C:16]([Cl:19])=[CH:15][CH:14]=1)O)=[O:5])[CH3:2].[NH2:24][CH:25]1[CH2:30][N:29]([CH3:31])[C:28](=[O:32])[CH2:27][CH2:26]1.Cl>CCOC(C)=O>[CH2:1]([O:3][C:4]([C:6]1[N:7]=[C:8]([Br:23])[N:9]([CH:20]([CH3:22])[CH3:21])[C:10]=1[CH:11]([C:13]1[CH:18]=[CH:17][C:16]([Cl:19])=[CH:15][CH:14]=1)[NH:24][CH:25]1[CH2:26][CH2:27][C:28](=[O:32])[N:29]([CH3:31])[CH2:30]1)=[O:5])[CH3:2]. Reported procedure: The title compound was prepared in analogy to the procedure described for step E2 using 2-bromo-5-[(4-chlorophenyl)-hydroxy-methyl]-1-isopropyl-1H-imidazole-4-carboxylic acid ethyl ester (intermediate B) and 5-amino-1-methylpiperidin-2-one (ChemBridge, free base was made from the purchased HCl salt) as starting materials. The crude reaction mixture was diluted with EtOAc and washed with aqueous NaHCO3 solution and brine. tr: 1.07 min (LC-MS 2); ESI-MS: 511.1 [M+H]+ (LC-MS 2); 1H-NMR (DMSO-d6, 40... The reactants are II (iodine), [Si](C1=CC=CC=C1)(C1=CC=CC=C1)(C(C)(C)C)OCCC(CC(=O)OC(C)(C)C)C(C#CC1CC(C1)CC(C)C)=NOC (tert-Butyl 3-[2-(tert-butyldiphenylsilanyloxy)ethyl]-6-(3-isobutylcyclobutyl)-4-methoxyimino-5-hexynoate), S(=S)(=O)([O-])[O-].[Na+].[Na+] (sodium thiosulfate). The solvent is C(C)#N (acetonitrile). Conditions: time 3 hour. Product: [Si](C1=CC=CC=C1)(C1=CC=CC=C1)(C(C)(C)C)OCCC(CC(=O)OC(C)(C)C)C1=NOC(=C1I)C1CC(C1)CC(C)C (tert-Butyl 5-(tert-butyldiphenylsilanyloxy)-3-[4-iodo-5-(3-isobutylcyclobutyl)isoxazol-3-yl]valerate). Isolated yield 60.1%. As a reaction SMILES: [Si:1]([O:18][CH2:19][CH2:20][CH:21]([C:30](=[N:41][O:42]C)[C:31]#[C:32][CH:33]1[CH2:36][CH:35]([CH2:37][CH:38]([CH3:40])[CH3:39])[CH2:34]1)[CH2:22][C:23]([O:25][C:26]([CH3:29])([CH3:28])[CH3:27])=[O:24])([C:14]([CH3:17])([CH3:16])[CH3:15])([C:8]1[CH:13]=[CH:12][CH:11]=[CH:10][CH:9]=1)[C:2]1[CH:7]=[CH:6][CH:5]=[CH:4][CH:3]=1.[I:44]I.S([O-])([O-])(=O)=S.[Na+].[Na+]>C(#N)C>[Si:1]([O:18][CH2:19][CH2:20][CH:21]([C:30]1[C:31]([I:44])=[C:32]([CH:33]2[CH2:36][CH:35]([CH2:37][CH:38]([CH3:39])[CH3:40])[CH2:34]2)[O:42][N:41]=1)[CH2:22][C:23]([O:25][C:26]([CH3:28])([CH3:27])[CH3:29])=[O:24])([C:14]([CH3:15])([CH3:17])[CH3:16])([C:8]1[CH:13]=[CH:12][CH:11]=[CH:10][CH:9]=1)[C:2]1[CH:7]=[CH:6][CH:5]=[CH:4][CH:3]=1 |f:2.3.4|. Procedure: tert-Butyl 3-[2-(tert-butyldiphenylsilanyloxy)ethyl]-6-(3-isobutylcyclobutyl)-4-methoxyimino-5-hexynoate (53.6 g) and acetonitrile (320 mL) were mixed. To the mixture was added iodine (49.6 g) at ice temperature and the reaction mixture was stirred for 3 hr. After pouring the mixture into the solution of aqueous 20 w/v % sodium thiosulfate (380 mL) at ice temperature, the mixture was extracted with chloroform (1 L) and dried over magnesium sulfate. The magnesium sulfate was filtered off and the ...